From a dataset of the Open Reaction Database (ORD), a public repository of structured organic reaction records. describe an organic reaction: reactants, conditions, products, and yield Starting materials: C(C)OC(CC1C(C(CC1)NC1=CC(=C(C=C1)F)[C@]1(N=C(N(C(C1(C)C)=O)C)N)C)(C)C)=O ({3-[3-((S)-2-Amino-1,4,5,5-tetramethyl-6-oxo-1,4,5,6-tetrahydro-pyrimidin-4-yl)-4-fluoro-phenylamino]-2,2-dimethyl-cyclopentyl}-acetic acid ethyl ester), [Li+].[OH-] (LiOH). Run in C1CCOC1 (THF), CO (MeOH), O (H2O). Reaction conditions: time 4 hour. Product: NC=1N(C(C([C@@](N1)(C)C=1C=C(C=CC1F)NC1C(C(CC1)CC(=O)O)(C)C)(C)C)=O)C (2-(3-(3-((S)-2-Amino-1,4,5,5-tetramethyl-6-oxo-1,4,5,6-tetrahydropyrimidin-4-yl)-4-fluorophenylamino)-2,2-dimethylcyclopentyl)acetic acid). Reaction SMILES: C([O:3][C:4](=[O:33])[CH2:5][CH:6]1[CH2:10][CH2:9][CH:8]([NH:11][C:12]2[CH:17]=[CH:16][C:15]([F:18])=[C:14]([C@:19]3([CH3:30])[C:24]([CH3:26])([CH3:25])[C:23](=[O:27])[N:22]([CH3:28])[C:21]([NH2:29])=[N:20]3)[CH:13]=2)[C:7]1([CH3:32])[CH3:31])C.[Li+].[OH-]>C1COCC1.CO.O>[NH2:29][C:21]1[N:22]([CH3:28])[C:23](=[O:27])[C:24]([CH3:26])([CH3:25])[C@:19]([C:14]2[CH:13]=[C:12]([NH:11][CH:8]3[CH2:9][CH2:10][CH:6]([CH2:5][C:4]([OH:33])=[O:3])[C:7]3([CH3:31])[CH3:32])[CH:17]=[CH:16][C:15]=2[F:18])([CH3:30])[N:20]=1 |f:1.2|. Procedure: To a solution of {3-[3-((S)-2-amino-1,4,5,5-tetramethyl-6-oxo-1,4,5,6-tetrahydro-pyrimidin-4-yl)-4-fluoro-phenylamino]-2,2-dimethyl-cyclopentyl}-acetic acid ethyl ester (example 98, 0.05 mmole) in THF (1 ml), MeOH (0.3 ml) and H2O (0.3 ml) was added LiOH (1N, 0.1 mmole) and the reaction mixture was stirred at room temperature for 4 h. The mixture was concentrated in vacuo, the residue was diluted with aqueous HCl (0.5N) until pH=5 and washed with EtOAc. The aqueous phase was basified to pH=8 wit... The reactants are COC(=O)c1c(C)cc(OCCN2CCOCC2)cc1C, CO, CC(=O)O, CC#N, [Na+], [OH-]. Product: Cc1cc(OCCN2CCOCC2)cc(C)c1C(=O)O. As a reaction SMILES: [CH3:1][c:2]1[c:3]([C:4](=[O:5])[O:6][CH3:7])[c:8]([CH3:21])[cH:9][c:10]([O:12][CH2:13][CH2:14][N:15]2[CH2:16][CH2:17][O:18][CH2:19][CH2:20]2)[cH:11]1.[CH3:24][OH:25].[CH3:26][C:27](=[O:28])[OH:29].[CH3:30][C:31]#[N:32].[Na+:23].[OH-:22]>>[CH3:1][c:2]1[c:3]([C:4](=[O:5])[OH:6])[c:8]([CH3:21])[cH:9][c:10]([O:12][CH2:13][CH2:14][N:15]2[CH2:16][CH2:17][O:18][CH2:19][CH2:20]2)[cH:11]1. Reactants: COC1=CC=C2C3=C(C(OC2=C1)=O)C=C(C=C3)C3(OCCO3)C (3-methoxy-8-(2-methyl-[1,3]-dioxolan-2-yl)-benzo[c]chromen-6-one), BrC1=CC=C(OCCN2CCCCC2)C=C1 (1-[2-(4-bromo-phenoxy)-ethyl]-piperidine), C(CCC)[Li] (n-Butyl lithium), [Li] (lithium), BrC1=CC=C(OCCN2CCCCC2)C=C1 (1-(2-(4-bromo-phenoxy)-ethyl)-piperidine). Solvent: C1CCOC1 (THF), O (Water), C1CCOC1 (THF). Conditions: temperature -78 celsius, time 1 hour. Yields the product OC1=CC=C2C3=C(C(OC2=C1)C1=CC=C(C=C1)OCCN1CCCCC1)C=C(C=C3)C(C)=O ((+)-1-[3-hydroxy-6-[4-(2-piperidin-1-yl-ethoxy)-phenyl]-6H-benzo[c]chromen-8-yl]-1-ethanone). Yield: 46.8%. Reaction SMILES: Br[C:2]1[CH:16]=[CH:15][C:5]([O:6][CH2:7][CH2:8][N:9]2[CH2:14][CH2:13][CH2:12][CH2:11][CH2:10]2)=[CH:4][CH:3]=1.C([Li])CCC.C[O:23][C:24]1[CH:33]=[C:32]2[C:27]([C:28]3[CH:38]=[CH:37][C:36]([C:39]4([CH3:44])OCC[O:40]4)=[CH:35][C:29]=3[C:30](=O)[O:31]2)=[CH:26][CH:25]=1.[Li]>C1COCC1.O>[OH:23][C:24]1[CH:33]=[C:32]2[C:27]([C:28]3[CH:38]=[CH:37][C:36]([C:39](=[O:40])[CH3:44])=[CH:35][C:29]=3[CH:30]([C:2]3[CH:16]=[CH:15][C:5]([O:6][CH2:7][CH2:8][N:9]4[CH2:14][CH2:13][CH2:12][CH2:11][CH2:10]4)=[CH:4][CH:3]=3)[O:31]2)=[CH:26][CH:25]=1 |^1:44|. Reported procedure: 1-[2-(4-bromo-phenoxy)-ethyl]-piperidine (0.76 g, 2.7 mmol) from Step F was dissolved in THF (15 ml) under Ar and cooled to −78° C. n-Butyl lithium (10.0 M, 0.26 ml, 2.6 mmol) was added and the mixture was stirred at −78° C. for 1 hour. The compound from Step E (1.11 g, 3.56 mmol) was dissolved in THF (35 ml) under Ar and cooled to −78° C. to which the freshly prepared lithium salt of 1-(2-(4-bromo-phenoxy)-ethyl)-piperidine was transferred via a cannula. The reaction was stirred for 2 h. Water ... The reactants are O=C(Cl)c1ccccc1, O=Cc1cccc2[nH]ccc12. Yields the product O=Cc1cccc2c1ccn2C(=O)c1ccccc1. Reaction SMILES: [C:12]([c:13]1[cH:14][cH:15][cH:16][cH:17][cH:18]1)(=[O:19])[Cl:20].[nH:1]1[cH:2][cH:3][c:4]2[c:5]([CH:10]=[O:11])[cH:6][cH:7][cH:8][c:9]12>>[n:1]1([C:12]([c:13]2[cH:14][cH:15][cH:16][cH:17][cH:18]2)=[O:19])[cH:2][cH:3][c:4]2[c:5]([CH:10]=[O:11])[cH:6][cH:7][cH:8][c:9]12.